From a dataset of the Open Reaction Database (ORD), a public repository of structured organic reaction records. describe an organic reaction: reactants, conditions, products, and yield The product is CCOC(=O)C1=Cc2ccccc2NCC1. As a reaction SMILES: [CH3:1][c:2]1[cH:3][cH:4][c:5]([S:6](=[O:7])(=[O:8])[N:11]2[c:12]3[c:13]([cH:23][cH:24][cH:25][cH:26]3)[CH:14]=[C:15]([C:18](=[O:19])[O:20][CH2:21][CH3:22])[CH2:16][CH2:17]2)[cH:9][cH:10]1.[CH3:27][S:28](=[O:29])(=[O:30])[OH:31].[NH3:40].[OH:41][C:42]([C:43]([F:44])([F:45])[F:46])=[O:47].[c:32]1([S:33][CH3:34])[cH:35][cH:36][cH:37][cH:38][cH:39]1>>[NH:11]1[c:12]2[c:13]([cH:23][cH:24][cH:25][cH:26]2)[CH:14]=[C:15]([C:18](=[O:19])[O:20][CH2:21][CH3:22])[CH2:16][CH2:17]1. Reactants: CCOC(=O)C1=Cc2ccccc2N(S(=O)(=O)c2ccc(C)cc2)CC1, CS(=O)(=O)O, N, O=C(O)C(F)(F)F, CSc1ccccc1. Reactants: S.[Na] (sodium hydrogensulfide), [Cl-].[Na+] (Sodium chloride), C(C)(C)(C)C=1N=C(SC1)C=1OC2=C(C1)C=C(C=C2)CN2C=C(C1=CC(=CC=C21)OCCCC(=O)OCC)C=O (1-{[2-(4-tert-butylthiazol-2-yl)benzofuran-5-yl]methyl}-5-[3-(ethoxycarbonyl)propoxy]indole-3-carbaldehyde), P(=O)(O)([O-])[O-].[Na+].[Na+] (sodium hydrogenphosphate), 2-methyl-2-butane. Run in C(C)(C)(C)O (tert-butanol), O1CCCC1 (tetrahydrofuran), O (water). Conditions: time 2 day. Yields the product C(C)(C)(C)C=1N=C(SC1)C=1OC2=C(C1)C=C(C=C2)CN2C=C(C1=CC(=CC=C21)OCCCC(=O)OCC)C(=O)O (1-{[2-(4-tert-butylthiazol-2-yl)benzofuran-5-yl]methyl}-5-[3-(ethoxycarbonyl)propoxy]indole-3-carboxylic acid). Isolated yield 31.3%. Reaction SMILES: [Cl-].[Na+].[C:3]([C:7]1[N:8]=[C:9]([C:12]2[O:13][C:14]3[CH:20]=[CH:19][C:18]([CH2:21][N:22]4[C:30]5[C:25](=[CH:26][C:27]([O:31][CH2:32][CH2:33][CH2:34][C:35]([O:37][CH2:38][CH3:39])=[O:36])=[CH:28][CH:29]=5)[C:24]([CH:40]=[O:41])=[CH:23]4)=[CH:17][C:15]=3[CH:16]=2)[S:10][CH:11]=1)([CH3:6])([CH3:5])[CH3:4].P([O-])([O-])(O)=[O:43].[Na+].[Na+].S.[Na]>C(O)(C)(C)C.O1CCCC1.O>[C:3]([C:7]1[N:8]=[C:9]([C:12]2[O:13][C:14]3[CH:20]=[CH:19][C:18]([CH2:21][N:22]4[C:30]5[C:25](=[CH:26][C:27]([O:31][CH2:32][CH2:33][CH2:34][C:35]([O:37][CH2:38][CH3:39])=[O:36])=[CH:28][CH:29]=5)[C:24]([C:40]([OH:43])=[O:41])=[CH:23]4)=[CH:17][C:15]=3[CH:16]=2)[S:10][CH:11]=1)([CH3:4])([CH3:6])[CH3:5] |f:0.1,3.4.5,6.7,^1:49|. Procedure details: Sodium chloride (19 mg) was added to a mixture of 1-{[2-(4-tert-butylthiazol-2-yl)benzofuran-5-yl]methyl}-5-[3-(ethoxycarbonyl)propoxy]indole-3-carbaldehyde (0.31 g), sodium hydrogenphosphate 12 water (90 mg) and 2-methyl-2-butane (0.27 ml) in a mixed solvent of water (1.5 ml), tetrahydrofuran (2.2 ml) and tert-butanol (6.5 ml). After 2 days, aqueous sodium hydrogensulfide solution was added to the mixture. The resulting mixture was extracted with ethyl acetate. The organic layer was washed with... Reactants: C1(CCCC1)N1C(C2=CC=C(C=C2C1=O)O)=O (2-cyclopentyl-5-hydroxyisoindoline-1,3-dione). The reagents and catalysts are [Zn] (Zn). The solvent is CC(=O)O (CH3CO2H). Product: C1(CCCC1)N1C(C2=CC=C(C=C2C1)O)=O (2-Cyclopentyl-5-hydroxyisoindolin-1-one). The yield is 43.5%. RXN SMILES: [CH:1]1([N:6]2[C:14](=O)[C:13]3[C:8](=[CH:9][CH:10]=[C:11]([OH:16])[CH:12]=3)[C:7]2=[O:17])[CH2:5][CH2:4][CH2:3][CH2:2]1>CC(O)=O.[Zn]>[CH:1]1([N:6]2[CH2:14][C:13]3[C:8](=[CH:9][CH:10]=[C:11]([OH:16])[CH:12]=3)[C:7]2=[O:17])[CH2:2][CH2:3][CH2:4][CH2:5]1. Reported procedure: To a solution of 2-cyclopentyl-5-hydroxyisoindoline-1,3-dione (4.1 g, 18.0 mmol), in CH3CO2H (129 mL), Zn dust (11.6 g, 180 mmol) was added and the mixture heated at reflux for 5 min. The volatiles were removed in vacuo and the residue was dissolved in water and extracted with ethyl acetate. The crude residue was purified using automated prep-HPLC to yield the desired compound (1.7 g, 44%) as a white solid. 1HNMR (400 MHz, DMSO-d6): 10.10 (bs, 1H), 7.44 (d, J=8.5 Hz, 1H), 6.89 (s, 1H), 6.83 (d, ... Reactants: C(=O)NC=1SC(=C(N1)C(C(=O)NC1[C@@H]2N(C(=CC(S2)OC)C(=O)OCC2=CC=C(C=C2)[N+](=O)[O-])C1=O)=NOC)Br (4-nitrobenzyl 7-[2-(2-formamido-5-bromothiazol-4-yl)-2-methoxyiminoacetamido]-2-methoxy-3-cephem-4-carboxylate), C(C)(C)OC(C)C (diisopropyl ether), C(C)OCC (diethyl ether). Run in O1CCCC1 (tetrahydrofuran), CO (methanol). Product: C(=O)NC=1SC(=C(N1)C(C(=O)NC1[C@@H]2N(C(=CC(S2)OC)C(=O)O)C1=O)=NOC)Br (7-[2-(2-formamido-5-bromothiazol-4-yl)-2-methoxyiminoacetamido]-2-methoxy-3-cephem-4-carboxylic acid). The yield is 52.1%. Reaction SMILES: [CH:1]([NH:3][C:4]1[S:5][C:6]([Br:40])=[C:7]([C:9](=[N:37][O:38][CH3:39])[C:10]([NH:12][CH:13]2[C:35](=[O:36])[N:15]3[C:16]([C:22]([O:24]CC4C=CC([N+]([O-])=O)=CC=4)=[O:23])=[CH:17][CH:18]([O:20][CH3:21])[S:19][C@H:14]23)=[O:11])[N:8]=1)=[O:2].C(OCC)C.C(OC(C)C)(C)C>O1CCCC1.CO>[CH:1]([NH:3][C:4]1[S:5][C:6]([Br:40])=[C:7]([C:9](=[N:37][O:38][CH3:39])[C:10]([NH:12][CH:13]2[C:35](=[O:36])[N:15]3[C:16]([C:22]([OH:24])=[O:23])=[CH:17][CH:18]([O:20][CH3:21])[S:19][C@H:14]23)=[O:11])[N:8]=1)=[O:2]. Procedure: A solution of 4-nitrobenzyl 7-[2-(2-formamido-5-bromothiazol-4-yl)-2-methoxyiminoacetamido]-2-methoxy-3-cephem-4-carboxylate (syn isomer, 2.9 g.) in a mixture of tetrahydrofuran (110 ml.) and methanol (80 ml.) was treated in a similar manner to that of Example 8-(2) (diethyl ether was used for pulverization instead of diisopropyl ether) to give 7-[2-(2-formamido-5-bromothiazol-4-yl)-2-methoxyiminoacetamido]-2-methoxy-3-cephem-4-carboxylic acid (syn isomer, 1.2 g.). The reactants are C1=CCCCC1 (cyclohexene), Cl (hydrogen chloride), NCC1(COC1)N(CC1=CC=CC=C1)CC1=CC=CC=C1 (3-(aminomethyl)-N,N-dibenzyloxetane-3-amine). Reagents/catalysts: [Pd] (palladium on activated carbon). The solvent is C(C)O (ethanol), C(C)OCC (diethyl ether). The product is Cl.Cl.NCC1(COC1)N (3-(Aminomethyl)oxetane-3-amine dihydrochloride). As a reaction SMILES: [NH2:1][CH2:2][C:3]1([N:7](CC2C=CC=CC=2)CC2C=CC=CC=2)[CH2:6][O:5][CH2:4]1.C1CCCCC=1.[ClH:28]>C(O)C.[Pd].C(OCC)C>[ClH:28].[ClH:28].[NH2:1][CH2:2][C:3]1([NH2:7])[CH2:6][O:5][CH2:4]1 |f:6.7.8|. Reported procedure: 585 mg (2.07 mmol) of 3-(aminomethyl)-N,N-dibenzyloxetane-3-amine [synthesis described in: US2008/103183 A1, 2008; p. 48] were initially charged in ethanol (29.2 ml), and 441 mg (0.41 mmol) of 10% palladium on activated carbon and 6.3 ml (62.2 mmol) of cyclohexene were added. The reaction mixture was stirred under reflux for 8 h. Subsequently, the reaction mixture was filtered through a Millipore® filter and washed with methanol, and the filtrate was admixed with 2.6 ml (5.2 mmol) of 2 M hydroge... Starting materials: CSC=1C=C(C=CC1)C(CC1=CC=NC=C1)O (1-(3-methylthiophenyl)-2-(4-pyridyl)ethanol), [Cr](=O)(=O)([O-])O[Cr](=O)(=O)[O-].[NH+]1=CC=CC=C1.[NH+]1=CC=CC=C1 (pyridinium dichromate). Run in C(Cl)Cl (CH2Cl2). Conditions: time 12 hour. Product: CSC=1C=C(C=CC1)C(C(=O)C1=CC=NC=C1)=O (1-(3-Methylthiophenyl)-2-(4-pyridyl)ethanedione). Yield: 5.5%. RXN SMILES: [CH3:1][S:2][C:3]1[CH:4]=[C:5]([CH:9]([OH:17])[CH2:10][C:11]2[CH:16]=[CH:15][N:14]=[CH:13][CH:12]=2)[CH:6]=[CH:7][CH:8]=1.[Cr](O[Cr]([O-])(=O)=O)([O-])(=O)=[O:19].[NH+]1C=CC=CC=1.[NH+]1C=CC=CC=1>C(Cl)Cl>[CH3:1][S:2][C:3]1[CH:4]=[C:5]([C:9](=[O:17])[C:10]([C:11]2[CH:16]=[CH:15][N:14]=[CH:13][CH:12]=2)=[O:19])[CH:6]=[CH:7][CH:8]=1 |f:1.2.3|. Procedure details: To a solution of 1-(3-methylthiophenyl)-2-(4-pyridyl)ethanol (2.5 g, 10.2 mmol) in CH2Cl2 (150 mL) was added a mixture of celite (4.4 g) and pyridinium dichromate (4.4 g, 20.4 mmol). After stirring for 12 h, the mixture was filtered through celite. The solvent was removed in vacuo, and the residue was purified by flash chromatography, eluting with a solvent gradient of 40-50% EtOAc/Hex to provide the title compound (144 mg, 5.5%): 1H NMR (CDCl3): d 8.88 (br d, 2H); 7.85 (s, 1H); 7.78 (d, 2H); 7....